describe an organic reaction: reactants, conditions, products, and yield From a dataset of the Open Reaction Database (ORD), a public repository of structured organic reaction records. The reagents and catalysts are [Ni] (Raney nickel). Run in CCOC(=O)C (EtOAc). Starting materials: ClC1=NC=C(C(=C1)N)[N+](=O)[O-] (2-chloro-5-nitropyridin-4-amine). Run at time 2 hour. As a reaction SMILES: [Cl:1][C:2]1[CH:7]=[C:6]([NH2:8])[C:5]([N+:9]([O-])=O)=[CH:4][N:3]=1>CCOC(C)=O.[Ni]>[Cl:1][C:2]1[N:3]=[CH:4][C:5]([NH2:9])=[C:6]([NH2:8])[CH:7]=1. Isolated yield 107.4%. Yields the product ClC1=CC(=C(C=N1)N)N (6-chloropyridine-3,4-diamine). Reported procedure: To a solution of 2-chloro-5-nitropyridin-4-amine (4.50 g, 25.93 mmol) in EtOAc (100 mL) was added Raney nickel (0.45 g) followed by stirring under hydrogen at RT for 2 h. The reaction mixture was filtered and the filtrate concentrated under reduced pressure to afford 4.00 g (ca. 100%) of crude 6-chloropyridine-3,4-diamine as yellow oil. MS (ESI): m/z=144.3 [M+1]+. The reactants are C, CC(C)(C)OC(=O)c1ccc(-c2ccccc2)cc1NC(=O)c1cc(-c2cncnc2)ccc1OCc1ccccc1, CCOC(C)=O, CO, C1COCCO1, [Pd]. Product: CC(C)(C)OC(=O)c1ccc(-c2ccccc2)cc1NC(=O)c1cc(-c2cncnc2)ccc1O. As a reaction SMILES: [C:57].[CH2:1]([c:2]1[cH:3][cH:4][cH:5][cH:6][cH:7]1)[O:8][c:9]1[c:10]([C:11](=[O:12])[NH:13][c:14]2[c:15]([C:16](=[O:17])[O:18][C:19]([CH3:20])([CH3:21])[CH3:22])[cH:23][cH:24][c:25](-[c:27]3[cH:28][cH:29][cH:30][cH:31][cH:32]3)[cH:26]2)[cH:33][c:34](-[c:37]2[cH:38][n:39][cH:40][n:41][cH:42]2)[cH:35][cH:36]1.[CH3:49][CH2:50][O:51][C:52](=[O:53])[CH3:54].[CH3:55][OH:56].[O:43]1[CH2:44][CH2:45][O:46][CH2:47][CH2:48]1.[Pd:58]>>[OH:8][c:9]1[c:10]([C:11](=[O:12])[NH:13][c:14]2[c:15]([C:16](=[O:17])[O:18][C:19]([CH3:20])([CH3:21])[CH3:22])[cH:23][cH:24][c:25](-[c:27]3[cH:28][cH:29][cH:30][cH:31][cH:32]3)[cH:26]2)[cH:33][c:34](-[c:37]2[cH:38][n:39][cH:40][n:41][cH:42]2)[cH:35][cH:36]1. Isolated yield 230.5%. Reaction SMILES: C[Si](C[Li])(C)C.[Cl:7][C:8]1[C:9]([O:26][CH2:27][O:28][CH3:29])=[C:10]([CH:23]=[CH:24][CH:25]=1)[C:11]([C:13]1[CH:18]=[CH:17][CH:16]=[CH:15][C:14]=1[O:19][CH2:20][O:21][CH3:22])=O.[CH3:30]C(C)([O-])C.[K+]>CCCCC.O1CCCC1.CCOCC>[Cl:7][C:8]1[C:9]([O:26][CH2:27][O:28][CH3:29])=[C:10]([C:11]([C:13]2[CH:18]=[CH:17][CH:16]=[CH:15][C:14]=2[O:19][CH2:20][O:21][CH3:22])=[CH2:30])[CH:23]=[CH:24][CH:25]=1 |f:2.3|. Run at time 40 minute. The product is ClC=1C(=C(C=CC1)C(=C)C1=C(C=CC=C1)OCOC)OCOC (1-(3-Chloro-2-methoxymethoxyphenyl)-1-(2-methoxymethoxyphenyl)ethene). Starting materials: ClC=1C(=C(C(=O)C2=C(C=CC=C2)OCOC)C=CC1)OCOC (3-chloro-2-methoxymethoxy-2'-methoxymethoxybenzophenone), C[Si](C)(C)C[Li] (trimethylsilylmethyl lithium), CC(C)([O-])C.[K+] (potassium t-butoxide), solution, C[Si](C)(C)C[Li] (trimethylsilylmethyl lithium). Procedure: A 1.0 M solution of trimethylsilylmethyl lithium in pentane (160 ml) was added with stirring to a solution of 50.5 g of 3-chloro-2-methoxymethoxy-2'-methoxymethoxybenzophenone in 500 ml of tetrahydrofuran over a 45 min period. There was a mild exotherm. Analysis by gas-liquid chromatography indicated the reaction was incomplete so another 10 ml of the trimethylsilylmethyl lithium solution was added. After a 20 min reaction period 7.3 g of potassium t-butoxide were added and the reaction was heat... Run in O1CCCC1 (tetrahydrofuran), CCOCC (ether), CCCCC (pentane). Reactants: BrC1=CC2=C(N=C(OC2)NC2CCC3=CC=CC(=C23)OC)C=C1 (rac-(6-Bromo-4H-benzo[d][1,3]oxazin-2-yl)-(7-methoxy-indan-1-yl)-amine), NC1=NC=CC(=N1)C(F)(F)F (2-amino-4-trifluoromethyl-pyrimidine). Yields the product COC=1C=CC=C2CCC(C12)NC=1OCC2=C(N1)C=CC(=C2)NC2=NC=CC(=N2)C(F)(F)F (rac-N2-(7-Methoxy-indan-1-yl)-N6-(4-trifluoromethyl-pyrimidin-2-yl)-4H-benzo[d][1,3]oxazine-2,6-diamine). The yield is 61.9%. Reaction SMILES: Br[C:2]1[CH:23]=[CH:22][C:5]2[N:6]=[C:7]([NH:10][CH:11]3[C:19]4[C:14](=[CH:15][CH:16]=[CH:17][C:18]=4[O:20][CH3:21])[CH2:13][CH2:12]3)[O:8][CH2:9][C:4]=2[CH:3]=1.[NH2:24][C:25]1[N:30]=[C:29]([C:31]([F:34])([F:33])[F:32])[CH:28]=[CH:27][N:26]=1>>[CH3:21][O:20][C:18]1[CH:17]=[CH:16][CH:15]=[C:14]2[C:19]=1[CH:11]([NH:10][C:7]1[O:8][CH2:9][C:4]3[CH:3]=[C:2]([NH:24][C:25]4[N:30]=[C:29]([C:31]([F:34])([F:32])[F:33])[CH:28]=[CH:27][N:26]=4)[CH:23]=[CH:22][C:5]=3[N:6]=1)[CH2:12][CH2:13]2. Procedure details: The title compound (141 mg, 62%), yellow foam, MS (ISP): m/e=456.3 (M+H+), was prepared in accordance with the general method of Example 35 from rac-(6-bromo-4H-benzo[d][1,3]oxazin-2-yl)-(7-methoxy-indan-1-yl)-amine (Example 74) (187 mg, 0.5 mmol) and commercially available 2-amino-4-trifluoromethyl-pyrimidine (163 mg, 1.0 mmol). Reactants: ketone, compound 101b, 3,4,5,6,7,8-hexahydro-2,2,5,5,8,8-hexamethylnaphtho(2,3-b)-1,2-pyran-4-one, [Cl-].[Cl-].[Cl-].[Al+3] (Aluminum trichloride), C1(=CC=CC=C1)O (phenol), ClC(C)(CCC(C)(C)Cl)C (2,5-dichloro-2,5-dimethylhexane), O1C=CC(C=C1)=O (pyran-4-one). Solvent: ClCCl (dichloromethane). Run at time 2 hour. Product: title compound, CC1(C=2C=CC(=CC2C(CC1)(C)C)O)C (5,6,7,8-tetrahydro-5,5,8,8-tetramethylnaphthalen-2-ol). Reaction SMILES: O1C=CC(=O)C=C1.[Cl-].[Cl-].[Cl-].[Al+3].[C:12]1([OH:18])[CH:17]=[CH:16][CH:15]=[CH:14][CH:13]=1.Cl[C:20]([CH3:28])([CH2:22][CH2:23][C:24](Cl)([CH3:26])[CH3:25])[CH3:21]>ClCCl>[CH3:21][C:20]1([CH3:28])[CH2:22][CH2:23][C:24]([CH3:26])([CH3:25])[C:16]2[CH:17]=[C:12]([OH:18])[CH:13]=[CH:14][C:15]1=2 |f:1.2.3.4|. Procedure: The title compound was synthesized in a manner similar to that of compound 101b except 3,4,5,6,7,8-hexahydro-2,2,5,5,8,8-hexamethylnaphtho(2,3-b)-1,2-pyran-4-one (structure 1) was employed as the starting ketone. The synthesis of the pyran-4-one is detailed here. Aluminum trichloride (25 g, 0.18M) was added in portions to a solution of phenol (49.5 g, 0.52M) and 2,5-dichloro-2,5-dimethylhexane (101.0 g, 0.55M) in dichloromethane (700 ml). The reaction mixture was allowed to stir at 25°-40° C. fo... Starting materials: COc1ccc(C(NC2=NC(C)(c3cccc(N=C(c4ccccc4)c4ccccc4)c3)COC2)(c2ccccc2)c2ccc(OC)cc2)cc1, COc1ccc(C(NC2=NC(C)(c3cccc(Br)c3)COC2)(c2ccccc2)c2ccc(OC)cc2)cc1. Product: COc1ccc(C(NC2=NC(C)(c3cccc(N)c3)COC2)(c2ccccc2)c2ccc(OC)cc2)cc1. As a reaction SMILES: [C:39]([c:40]1[cH:41][cH:42][cH:43][cH:44][cH:45]1)([c:46]1[cH:47][cH:48][cH:49][cH:50][cH:51]1)=[N:52][c:53]1[cH:54][c:55]([C:59]2([CH3:89])[N:60]=[C:61]([NH:65][C:66]([c:67]3[cH:68][cH:69][cH:70][cH:71][cH:72]3)([c:73]3[cH:74][cH:75][c:76]([O:79][CH3:80])[cH:77][cH:78]3)[c:81]3[cH:82][cH:83][c:84]([O:87][CH3:88])[cH:85][cH:86]3)[CH2:62][O:63][CH2:64]2)[cH:56][cH:57][cH:58]1.[CH3:1][O:2][c:3]1[cH:4][cH:5][c:6]([C:7]([NH:8][C:9]2=[N:22][C:13]([c:14]3[cH:15][cH:16][cH:17][c:18]([Br:19])[cH:20]3)([CH3:21])[CH2:12][O:11][CH2:10]2)([c:23]2[cH:24][cH:25][c:26]([O:27][CH3:28])[cH:29][cH:30]2)[c:31]2[cH:32][cH:33][cH:34][cH:35][cH:36]2)[cH:37][cH:38]1>>[NH2:52][c:53]1[cH:54][c:55]([C:59]2([CH3:89])[N:60]=[C:61]([NH:65][C:66]([c:67]3[cH:68][cH:69][cH:70][cH:71][cH:72]3)([c:73]3[cH:74][cH:75][c:76]([O:79][CH3:80])[cH:77][cH:78]3)[c:81]3[cH:82][cH:83][c:84]([O:87][CH3:88])[cH:85][cH:86]3)[CH2:62][O:63][CH2:64]2)[cH:56][cH:57][cH:58]1. The reactants are [N+](=O)([O-])C1=CC=C(C=C1)C(F)(F)P(OCC)(OCC)=O (Diethyl [(4-nitrophenyl)(difluoro)methyl]phosphonate), [N+](=O)([O-])C1=CC=C(C=C1)C(F)(F)P(OCC)(OCC)=O (Diethyl [(4-nitrophenyl)(difluoro)methyl]phosphonate). Reagents/catalysts: [Pd] (Pd/C). The solvent is CO (MeOH). Product: NC1=CC=C(C=C1)C(F)(F)P(OCC)(OCC)=O (Diethyl [(4-aminophenyl)(difluoro)methyl]-phosphonate). The yield is 83.4%. As a reaction SMILES: [N+:1]([C:4]1[CH:9]=[CH:8][C:7]([C:10]([P:13](=[O:20])([O:17][CH2:18][CH3:19])[O:14][CH2:15][CH3:16])([F:12])[F:11])=[CH:6][CH:5]=1)([O-])=O>CO.[Pd]>[NH2:1][C:4]1[CH:5]=[CH:6][C:7]([C:10]([P:13](=[O:20])([O:17][CH2:18][CH3:19])[O:14][CH2:15][CH3:16])([F:11])[F:12])=[CH:8][CH:9]=1. Procedure: Diethyl [(4-nitrophenyl)(difluoro)methyl]phosphonate (Compound 188B, 267 mg) was hydrogenated in the presence of 10% Pd/C (30 mg) in MeOH (10 mL) under 1 atmosphere for 4 h. The catalyst was filtered off, the filtrate was concentrated, and the residue was purified by silica gel chromatography (2% MeOH in DCM) to afford 201 mg of the desired product (yield: 83%). 1H NMR (CDCl3, 400 MHz): δ=1.35 (t, J=7.6 Hz, 6 H), 4.08 (s, br, 2 H), 4.31 (q, J=7.6 Hz, 4 H), 6.64 (d, J=8.8 Hz, 2 H), 7.86 (d, J=8.0... Starting materials: methoxyphenyl, COC1=C(C=CC=C1)S (2-methoxybenzenethiol), BrC=1SC=CN1 (2-bromothiazole), OH-.5H2O. The solvent is CN(C)C=O (DMF). Reaction conditions: temperature 100 celsius. The product is S1C(=NC=C1)SC1=C(C=CC=C1)O (2-[(Thiazol-2-yl)thio]phenol). Yield: 81.0%. Reaction SMILES: C[O:2][C:3]1[CH:8]=[CH:7][CH:6]=[CH:5][C:4]=1[SH:9].Br[C:11]1[S:12][CH:13]=[CH:14][N:15]=1>CN(C=O)C>[S:12]1[CH:13]=[CH:14][N:15]=[C:11]1[S:9][C:4]1[CH:5]=[CH:6][CH:7]=[CH:8][C:3]=1[OH:2]. Procedure details: To 2-methoxybenzenethiol (2.8 g, 20 mmol), and 2-bromothiazole (3.29 g, 20 mmol) in dry DMF (30 mL) under N2 (g) was added Me4N+OH-.5H2O (3.62 g, 20 mmol). The stirred mixture was heated to about 100° C. for 16 hours. Isolation of the methoxyphenyl intermediate, and its subsequent deprotection to the desired product with BBr3 was accomplished according to the method described in Preparation 16 (yield 81%; GC-MS m/z 209). Reactants: C(OCCN1CCN(CC1)C)(OC1=CC=C(C=C1)[N+](=O)[O-])=O (2-(4-Methylpiperazin-1-yl)ethyl 4-nitrophenyl carbonate), C(OCCN1CCN(CC1)C)(OC1=CC=C(C=C1)[N+](=O)[O-])=O (2-(4-Methylpiperazin-1-yl)ethyl 4-nitrophenyl carbonate), CCN(C(C)C)C(C)C (DIPEA), COC1=CC=C(C=C1)N1CCNCC1 (4-(4-methoxyphenyl)piperazine). Solvent: CN(C)C=O (DMF). Run at time 24 hour. Product: COC1=CC=C(C=C1)N1CCN(CC1)C(=O)OCCN1CCN(CC1)C (2-(4-methyl-piperazin-1-yl)ethyl 4-(4-methoxyphenyl)piperazine-1-carboxylate). Isolated yield 17.2%. Reaction SMILES: [C:1](=[O:22])(OC1C=CC([N+]([O-])=O)=CC=1)[O:2][CH2:3][CH2:4][N:5]1[CH2:10][CH2:9][N:8]([CH3:11])[CH2:7][CH2:6]1.CCN(C(C)C)C(C)C.[CH3:32][O:33][C:34]1[CH:39]=[CH:38][C:37]([N:40]2[CH2:45][CH2:44][NH:43][CH2:42][CH2:41]2)=[CH:36][CH:35]=1>CN(C=O)C>[CH3:32][O:33][C:34]1[CH:35]=[CH:36][C:37]([N:40]2[CH2:45][CH2:44][N:43]([C:1]([O:2][CH2:3][CH2:4][N:5]3[CH2:6][CH2:7][N:8]([CH3:11])[CH2:9][CH2:10]3)=[O:22])[CH2:42][CH2:41]2)=[CH:38][CH:39]=1. Procedure: 2-(4-Methylpiperazin-1-yl)ethyl 4-nitrophenyl carbonate (Intermediate 4; 680 mg, 2.2 mmol) was dissolved in DMF (20 mL). DIPEA (0.76 mL, 4.4 mmol) and 4-(4-methoxyphenyl)piperazine (422 mg, 2.2 mmol) were added and the reaction mixture was stirred at room temperature for 24 hours, and the reaction mixture was then concentrated in vacuo. The residue was purified by normal phase column chromatography (eluting with DCM, followed by a 500:8:1 mixture of DCM:EtOH:NH3, followed by a 50:8:1 mixture of ... The reactants are Cn1c(C(F)(F)F)cc(=O)n(-c2ccc(Cl)c(C=C(Br)C(=O)O)c2)c1=O, CN(C)C=O, Cc1ccccc1, O=S(Cl)Cl. Product: Cn1c(C(F)(F)F)cc(=O)n(-c2ccc(Cl)c(C=C(Br)C(=O)Cl)c2)c1=O. As a reaction SMILES: [Br:5][C:6](=[CH:7][c:8]1[cH:9][c:10](-[n:15]2[c:16](=[O:27])[n:17]([CH3:26])[c:18]([C:22]([F:23])([F:24])[F:25])[cH:19][c:20]2=[O:21])[cH:11][cH:12][c:13]1[Cl:14])[C:28](=[O:29])[OH:30].[CH3:31][N:32]([CH3:33])[CH:34]=[O:35].[CH3:36][c:37]1[cH:38][cH:39][cH:40][cH:41][cH:42]1.[S:1]([Cl:2])([Cl:3])=[O:4]>>[Cl:3][C:28]([C:6]([Br:5])=[CH:7][c:8]1[cH:9][c:10](-[n:15]2[c:16](=[O:27])[n:17]([CH3:26])[c:18]([C:22]([F:23])([F:24])[F:25])[cH:19][c:20]2=[O:21])[cH:11][cH:12][c:13]1[Cl:14])=[O:30].